This data is from the Open Reaction Database (ORD), a public repository of structured organic reaction records. The task is: describe an organic reaction: reactants, conditions, products, and yield Starting materials: C(C1=CC=CC=C1)(=O)O\C(=C/C1=NC2=C(N1C(C1=CC=CC=C1)=O)C=CC=C2)\C2=CC=CC=C2 ((Z)-2-(1-benzoyl-1H-benzimidazol-2-yl)-1-phenylethenyl benzoate). The solvent is Cl (hydrochloric acid). Product: N1C(=NC2=C1C=CC=C2)CC(=O)C2=CC=CC=C2 (2-(1H-Benzimidazol-2-yl)-1-phenylethanone). Yield: 152.4%. Reaction SMILES: C([O:9]/[C:10](/[C:29]1[CH:34]=[CH:33][CH:32]=[CH:31][CH:30]=1)=[CH:11]\[C:12]1[N:16](C(=O)C2C=CC=CC=2)[C:15]2[CH:25]=[CH:26][CH:27]=[CH:28][C:14]=2[N:13]=1)(=O)C1C=CC=CC=1>Cl>[NH:13]1[C:14]2[CH:28]=[CH:27][CH:26]=[CH:25][C:15]=2[N:16]=[C:12]1[CH2:11][C:10]([C:29]1[CH:34]=[CH:33][CH:32]=[CH:31][CH:30]=1)=[O:9]. Procedure: 5.73 g (0.01 mol) of the compound of Example I are refluxed 2 h in 115 ml concentrated hydrochloric acid. The mixture is cooled to rT and concentrated under vacuum. The residue is washed with petrol ether and the product is filtered, stirred with toluene and filtered again, washed with petrol ether, filtered and dried to yield 3.6 g (96% o.th.) 2-(1H-Benzimidazol-2-yl)-1-phenylethanone. Starting materials: NC1=CC=C(C=N1)/C=C/C(=O)OC (Methyl(2E)-3-(6-Aminopyridin-3-yl)acrylate). The reagents and catalysts are [C].[Pd] (palladium-carbon). The solvent is CO (methanol). Run at time 16 hour. Yields the product NC1=CC=C(C=N1)CCC(=O)OC (methyl 3-(6-aminopyridin-3-yl)propanoate). The yield is 83.0%. As a reaction SMILES: [NH2:1][C:2]1[N:7]=[CH:6][C:5](/[CH:8]=[CH:9]/[C:10]([O:12][CH3:13])=[O:11])=[CH:4][CH:3]=1>CO.[C].[Pd]>[NH2:1][C:2]1[N:7]=[CH:6][C:5]([CH2:8][CH2:9][C:10]([O:12][CH3:13])=[O:11])=[CH:4][CH:3]=1 |f:2.3|. Procedure: Methyl(2E)-3-(6-Aminopyridin-3-yl)acrylate (1.5 g, 8.42 mmol) was dissolved in methanol (15 mL), and 10% palladium-carbon (50% water-containing product, 0.30 g) was added. The mixture was stirred under a hydrogen atmosphere (balloon pressure) at room temperature for 16 hr. The catalyst was filtered off, and the filtrate was concentrated under reduced pressure. The residue was purified by silica gel column chromatography (0%-10% methanol/ethyl acetate) to give the title compound (1.26 g, yield 83... Starting materials: COC(=O)C1=C(C2=CC=CC=C2C=C1)O (1-hydroxy-naphthalene-2-carboxylic acid methyl ester), ClCC=1C=CC(=NC1)C(F)(F)F (5-chloromethyl-2-trifluoromethyl-pyridine), C(#N)C(C)(C)NC(=O)C1=C(C2=CC=CC=C2C=C1)OCC=1C=NC(=CC1)C(F)(F)F.NC(C#N)(C)C (2-amino-2-methyl-propionitrile 1-(6-trifluoromethyl-pyridin-3-ylmethoxy)-naphthalene-2-carboxylic acid (cyano-dimethyl-methyl)-amide). Product: C(#N)C(C)(C)NC(=O)C1=C(C2=CC=CC=C2C=C1)OCC=1C=NC(=CC1)C(F)(F)F (1-(6-Trifluoromethyl-pyridin-3-ylmethoxy)-naphthalene-2-carboxylic acid (cyano-dimethyl-methyl)-amide). Reaction SMILES: COC(C1C=CC2C(=CC=CC=2)C=1O)=O.ClCC1C=CC(C(F)(F)F)=NC=1.[C:28]([C:30]([NH:33][C:34]([C:36]1[CH:45]=[CH:44][C:43]2[C:38](=[CH:39][CH:40]=[CH:41][CH:42]=2)[C:37]=1[O:46][CH2:47][C:48]1[CH:49]=[N:50][C:51]([C:54]([F:57])([F:56])[F:55])=[CH:52][CH:53]=1)=[O:35])([CH3:32])[CH3:31])#[N:29].NC(C)(C)C#N>>[C:28]([C:30]([NH:33][C:34]([C:36]1[CH:45]=[CH:44][C:43]2[C:38](=[CH:39][CH:40]=[CH:41][CH:42]=2)[C:37]=1[O:46][CH2:47][C:48]1[CH:49]=[N:50][C:51]([C:54]([F:55])([F:57])[F:56])=[CH:52][CH:53]=1)=[O:35])([CH3:32])[CH3:31])#[N:29] |f:2.3|. Procedure: In analogy to steps a) and b) of example 3 starting from 1-hydroxy-naphthalene-2-carboxylic acid methyl ester using 5-chloromethyl-2-trifluoromethyl-pyridine and performing the amidation reaction using 2-amino-2-methyl-propionitrile 1-(6-trifluoromethyl-pyridin-3-ylmethoxy)-naphthalene-2-carboxylic acid (cyano-dimethyl-methyl)-amide was obtained as a brown oil. The reactants are C1CCCC12C(C1(CCCC1)CCC2)O (dispiro[4.1.4.3]-tetradecan-6-ol), C1CCCC12C(C1(CCCC1)CCC2)=O (dispiro[4.1.4.3]tetradecan-6-one), [BH4-].[Na+] (sodium borohydride). Reagents/catalysts: [OH-].[Na+] (sodium hydroxide). Run in O1CCCC1 (tetrahydrofuran), O (water), CO (methanol), O1CCCC1 (tetrahydrofuran), C1(=CC=CC=C1)C (toluene). Product: C(C(=C)C)(=O)OC1C2(CCCC2)CCCC12CCCC2 (6-dispiro[4.1.4.3]tetradecyl methacrylate). Yield: 99.0%. As a reaction SMILES: [CH2:1]1[C:5]2([CH2:14][CH2:13][CH2:12][C:7]3([CH2:11][CH2:10][CH2:9][CH2:8]3)[C:6]2=[O:15])[CH2:4][CH2:3][CH2:2]1.[BH4-].[Na+].[CH2:18]1[C:22]2(CCCC3(CCCC3)[CH:23]2[OH:32])[CH2:21]CC1>[OH-].[Na+].C1(C)C=CC=CC=1.O1CCCC1.O.CO>[C:23]([O:15][CH:6]1[C:5]2([CH2:1][CH2:2][CH2:3][CH2:4]2)[CH2:14][CH2:13][CH2:12][C:7]21[CH2:11][CH2:10][CH2:9][CH2:8]2)(=[O:32])[C:22]([CH3:18])=[CH2:21] |f:1.2,4.5|. Reported procedure: With stirring under nitrogen atmosphere under ice cooling, 80 g of dispiro[4.1.4.3]tetradecan-6-one and 73 g of tetrahydrofuran were added to a mixture of 14.5 g of sodium borohydride, 145 g of methanol, 0.3 g of 25% sodium hydroxide aqueous solution, 8 g of water, and 73 g of tetrahydrofuran. The reaction mixture was stirred overnight at room temperature, and 300 ml of toluene was added thereto, whereupon the organic layer was separated. Through ordinary work-up of extraction, washing and dryin...